Dataset: the Open Reaction Database (ORD), a public repository of structured organic reaction records. Task: describe an organic reaction: reactants, conditions, products, and yield The reactants are ClC=1C=CC(=C(OCC=2C=C(C#N)C=CC2)C1)C1=NC2=C(N1CC1CCCCC1)C=C(C(=C2)F)F (3-[5-chloro-2-(1-cyclohexylmethyl-5,6-difluoro-1H-benzoimidazol-2-yl)-phenoxymethyl]-benzonitrile), [N-]=[N+]=[N-].[Na+] (sodium azide), [Cl-].[NH4+] (ammonium chloride). The solvent is CN(C=O)C (N,N-dimethylformamide). Conditions: temperature 120 celsius. Product: ClC1=CC(=C(C=C1)C1=NC2=C(N1CC1CCCCC1)C=C(C(=C2)F)F)OCC2=CC(=CC=C2)C2=NN=NN2 (2-{4-Chloro-2-[3-(1H-tetrazol-5-yl)-benzyloxy]-phenyl}-1-cyclohexylmethyl-5,6-difluoro-1H-benzoimidazole). Isolated yield 14.0%. RXN SMILES: [Cl:1][C:2]1[CH:3]=[CH:4][C:5]([C:18]2[N:22]([CH2:23][CH:24]3[CH2:29][CH2:28][CH2:27][CH2:26][CH2:25]3)[C:21]3[CH:30]=[C:31]([F:35])[C:32]([F:34])=[CH:33][C:20]=3[N:19]=2)=[C:6]([CH:17]=1)[O:7][CH2:8][C:9]1[CH:10]=[C:11]([CH:14]=[CH:15][CH:16]=1)[C:12]#[N:13].[N-:36]=[N+:37]=[N-:38].[Na+].[Cl-].[NH4+]>CN(C)C=O>[Cl:1][C:2]1[CH:3]=[CH:4][C:5]([C:18]2[N:22]([CH2:23][CH:24]3[CH2:29][CH2:28][CH2:27][CH2:26][CH2:25]3)[C:21]3[CH:30]=[C:31]([F:35])[C:32]([F:34])=[CH:33][C:20]=3[N:19]=2)=[C:6]([O:7][CH2:8][C:9]2[CH:16]=[CH:15][CH:14]=[C:11]([C:12]3[NH:38][N:37]=[N:36][N:13]=3)[CH:10]=2)[CH:17]=1 |f:1.2,3.4|. Reported procedure: To a stirred solution of 3-[5-chloro-2-(1-cyclohexylmethyl-5,6-difluoro-1H-benzoimidazol-2-yl)-phenoxymethyl]-benzonitrile (0.15 g, 0.30 mmol) in N,N-dimethylformamide (10 ml) was added sodium azide (27 mg, 0.42 mmol) and ammonium chloride (22 mg, 0.42 mmol) and the reaction mixture was heated for 12 h at 120° C. The solvent was evaporated under reduced pressure, the residue was diluted with water and extracted with ethyl acetate. The organic layer was washed with water followed by brine, dried ...